From a dataset of the Open Reaction Database (ORD), a public repository of structured organic reaction records. describe an organic reaction: reactants, conditions, products, and yield Starting materials: O=C([O-])O, CC(C)=CCBr, CN(C)C=O, [Na+], CC(=O)c1ccc2c(c1)C13CCCCC1C(C2)NCC3. Product: CC(=O)c1ccc2c(c1)C13CCCCC1C(C2)N(CC=C(C)C)CC3. As a reaction SMILES: [C:21](=[O:22])([OH:23])[O-:24].[CH3:26][C:27](=[CH:28][CH2:29][Br:30])[CH3:31].[CH3:32][N:33]([CH3:34])[CH:35]=[O:36].[Na+:25].[cH:1]1[cH:2][c:3]([C:18]([CH3:19])=[O:20])[cH:4][c:5]2[c:14]1[CH2:13][CH:12]1[CH:11]3[C:6]2([CH2:7][CH2:8][CH2:9][CH2:10]3)[CH2:17][CH2:16][NH:15]1>>[cH:1]1[cH:2][c:3]([C:18]([CH3:19])=[O:20])[cH:4][c:5]2[c:14]1[CH2:13][CH:12]1[CH:11]3[C:6]2([CH2:7][CH2:8][CH2:9][CH2:10]3)[CH2:17][CH2:16][N:15]1[CH2:29][CH:28]=[C:27]([CH3:26])[CH3:31]. Starting materials: C(C)(C)(C)OC([C@@H](NC(C1=CC=C(C=C1)N)=O)CC1=CC=CC=C1)=O (4-arninobenzoylphenylalanine t-butyl ester), O (water), C(CCCCCCCCCCCCCCC)(=O)OC(CSCCC(=O)O)COC(CCCCCCCCCCCCCCC)=O (6,7-bis(palmitoyloxy)- 4-thiaheptanoic acid). The solvent is N1=CC=CC=C1 (pyridine), phospholic trichloride. Run at time 2 hour. Product: C(C)(C)(C)OC([C@@H](NC(C1=CC=C(C=C1)NC(CCSCC(COC(CCCCCCCCCCCCCCC)=O)OC(CCCCCCCCCCCCCCC)=O)=O)=O)CC1=CC=CC=C1)=O (4-(6,7-bis(palmitoyloxy)-4-thiaheptanoylamino)benzoylphenylalanine t-butyl ester). Isolated yield 85.1%. Reaction SMILES: [C:1]([O:5][C:6](=[O:25])[C@H:7]([CH2:18][C:19]1[CH:24]=[CH:23][CH:22]=[CH:21][CH:20]=1)[NH:8][C:9](=[O:17])[C:10]1[CH:15]=[CH:14][C:13]([NH2:16])=[CH:12][CH:11]=1)([CH3:4])([CH3:3])[CH3:2].[C:26]([O:43][CH:44]([CH2:52][O:53][C:54](=[O:70])[CH2:55][CH2:56][CH2:57][CH2:58][CH2:59][CH2:60][CH2:61][CH2:62][CH2:63][CH2:64][CH2:65][CH2:66][CH2:67][CH2:68][CH3:69])[CH2:45][S:46][CH2:47][CH2:48][C:49](O)=[O:50])(=[O:42])[CH2:27][CH2:28][CH2:29][CH2:30][CH2:31][CH2:32][CH2:33][CH2:34][CH2:35][CH2:36][CH2:37][CH2:38][CH2:39][CH2:40][CH3:41].O>N1C=CC=CC=1>[C:1]([O:5][C:6](=[O:25])[C@H:7]([CH2:18][C:19]1[CH:20]=[CH:21][CH:22]=[CH:23][CH:24]=1)[NH:8][C:9](=[O:17])[C:10]1[CH:11]=[CH:12][C:13]([NH:16][C:49](=[O:50])[CH2:48][CH2:47][S:46][CH2:45][CH:44]([O:43][C:26](=[O:42])[CH2:27][CH2:28][CH2:29][CH2:30][CH2:31][CH2:32][CH2:33][CH2:34][CH2:35][CH2:36][CH2:37][CH2:38][CH2:39][CH2:40][CH3:41])[CH2:52][O:53][C:54](=[O:70])[CH2:55][CH2:56][CH2:57][CH2:58][CH2:59][CH2:60][CH2:61][CH2:62][CH2:63][CH2:64][CH2:65][CH2:66][CH2:67][CH2:68][CH3:69])=[CH:14][CH:15]=1)([CH3:4])([CH3:2])[CH3:3]. Procedure: To a solution of 4-arninobenzoylphenylalanine t-butyl ester (170 mg) in pyridine (5 ml), phospholic trichloride (0.022 ml) was added, followed by stirring at room temperature for 2 hours. After addition of 6,7-bis(palmitoyloxy)- 4-thiaheptanoic acid (164 mg) as obtained in Reference Example 4, the reaction mixture was stirred at room temperature for 24 hours. After addition of water, the reaction mixture was extracted with ethyl acetate. The extract was washed with a 5% aqueous solution of citri... Starting materials: C(OCC(C)C)(=O)Cl (isobutyl chlorocarbonate), anhydride, C(C)(=O)SCCC(=O)N1[C@H](SC[C@H]1C(=O)O)C1=C(C=CC=C1)O ((2R,4R)-3-(S-acetyl-3-mercaptopropanoyl)-2-(2-hydroxyphenyl)-4-thiazolidinecarboxylic acid), CN1CCOCC1 (N-methylmorpholine), N[C@@H](CC(C)C)C(=O)O (L-leucine). Run in C1CCOC1 (THF), C(C)N(CC)CC (triethylamine). The product is C(C)(=O)SCCC(=O)N1[C@H](SC[C@H]1C(=O)N[C@@H](CC(C)C)C(=O)O)C1=C(C=CC=C1)O ((2S)-N-[(2R,4R)-[3-(S-Acetyl-3-mercaptopropanoyl)-2-(2-hydroxyphenyl)-4-thiazolidinyl]carbonyl]leucine). The yield is 76.7%. As a reaction SMILES: [C:1]([S:4][CH2:5][CH2:6][C:7]([N:9]1[C@H:13]([C:14]([OH:16])=O)[CH2:12][S:11][C@@H:10]1[C:17]1[CH:22]=[CH:21][CH:20]=[CH:19][C:18]=1[OH:23])=[O:8])(=[O:3])[CH3:2].CN1CCOCC1.C(Cl)(=O)OCC(C)C.[NH2:39][C@H:40]([C:45]([OH:47])=[O:46])[CH2:41][CH:42]([CH3:44])[CH3:43]>C1COCC1.C(N(CC)CC)C>[C:1]([S:4][CH2:5][CH2:6][C:7]([N:9]1[C@H:13]([C:14]([NH:39][C@H:40]([C:45]([OH:47])=[O:46])[CH2:41][CH:42]([CH3:44])[CH3:43])=[O:16])[CH2:12][S:11][C@@H:10]1[C:17]1[CH:22]=[CH:21][CH:20]=[CH:19][C:18]=1[OH:23])=[O:8])(=[O:3])[CH3:2]. Procedure: The suspension of mixed anhydride in THF is prepared by using 1.78 g of (2R,4R)-3-(S-acetyl-3-mercaptopropanoyl)-2-(2-hydroxyphenyl)-4-thiazolidinecarboxylic acid, 0.51 g of N-methylmorpholine and 0.68 g of isobutyl chlorocarbonate. To the suspension the aqueous solution of 1.31 g of L-leucine and 1.0 g of triethylamine is added, and treated in the same manner as Example 1 to give 1.8 g (77%) of the titled compound.